Dataset: the Open Reaction Database (ORD), a public repository of structured organic reaction records. Task: describe an organic reaction: reactants, conditions, products, and yield Reactants: O=C([O-])[O-], CN(C)C=O, CCOC(C)=O, [K+], [K+], O, [N-]=[N+]=NP(=O)(c1ccccc1)c1ccccc1, O=C(O)c1ccc(-c2nn(C(c3ccccc3)(c3ccccc3)c3ccccc3)cc2-c2ccc3ncc(-c4ccccn4)n3c2)cc1. The product is Nc1ccc(-c2nn(C(c3ccccc3)(c3ccccc3)c3ccccc3)cc2-c2ccc3ncc(-c4ccccn4)n3c2)cc1. RXN SMILES: [C:66](=[O:67])([O-:68])[O-:69].[CH3:72][N:73]([CH3:74])[CH:75]=[O:76].[CH3:78][CH2:79][O:80][C:81](=[O:82])[CH3:83].[K+:70].[K+:71].[OH2:77].[c:49]1([P:50]([c:53]2[cH:54][cH:55][cH:56][cH:57][cH:58]2)(=[O:59])[N:63]=[N+:51]=[N-:52])[cH:60][cH:61][cH:62][cH:64][cH:65]1.[n:1]1[c:2](-[c:7]2[cH:8][n:9][c:10]3[n:11]2[cH:12][c:13](-[c:16]2[c:17](-[c:40]4[cH:41][cH:42][c:43]([C:44]([OH:45])=[O:46])[cH:47][cH:48]4)[n:18][n:19]([C:21]([c:22]4[cH:23][cH:24][cH:25][cH:26][cH:27]4)([c:28]4[cH:29][cH:30][cH:31][cH:32][cH:33]4)[c:34]4[cH:35][cH:36][cH:37][cH:38][cH:39]4)[cH:20]2)[cH:14][cH:15]3)[cH:3][cH:4][cH:5][cH:6]1>>[n:1]1[c:2](-[c:7]2[cH:8][n:9][c:10]3[n:11]2[cH:12][c:13](-[c:16]2[c:17](-[c:40]4[cH:41][cH:42][c:43]([NH2:63])[cH:47][cH:48]4)[n:18][n:19]([C:21]([c:22]4[cH:23][cH:24][cH:25][cH:26][cH:27]4)([c:28]4[cH:29][cH:30][cH:31][cH:32][cH:33]4)[c:34]4[cH:35][cH:36][cH:37][cH:38][cH:39]4)[cH:20]2)[cH:14][cH:15]3)[cH:3][cH:4][cH:5][cH:6]1. Starting materials: BrCC1=NC=CC=C1 (2-(bromomethyl)pyridine), 5,6-dihydrospiro[benzo[1,2-b:5,4-b′]difuran-3,3′-indol]-2″(1′H)-one, BrCC1OCCCC1 (2-(bromomethyl)tetrahydro-2H-pyran), N1C(C2(C3=CC=CC=C13)COC=1C=CC=3C(=NON3)C12)=O (spiro[furo[3,2-e][2,1,3]benzoxadiazole-8,3′-indol]-2′(1′H)-one). The product is N1=C(C=CC=C1)CN1ONC2=C1C1=C(C=C2)OCC12C(NC1=CC=CC=C21)=O (1-(pyridin-2-ylmethyl)spiro[furo[3,2-e][2,1,3]benzoxadiazole-8,3′-indol]-2′(1′H)-one). Reaction SMILES: Br[CH2:2][C:3]1[CH:8]=[CH:7][CH:6]=[CH:5][N:4]=1.BrCC1CCCCO1.[NH:17]1[C:25]2[C:20](=[CH:21][CH:22]=[CH:23][CH:24]=2)[C:19]2([C:36]3[C:32]4=[N:33][O:34][N:35]=[C:31]4[CH:30]=[CH:29][C:28]=3[O:27][CH2:26]2)[C:18]1=[O:37]>>[N:4]1[CH:5]=[CH:6][CH:7]=[CH:8][C:3]=1[CH2:2][N:33]1[C:32]2[C:36]3[C:19]4([C:20]5[C:25](=[CH:24][CH:23]=[CH:22][CH:21]=5)[NH:17][C:18]4=[O:37])[CH2:26][O:27][C:28]=3[CH:29]=[CH:30][C:31]=2[NH:35][O:34]1. Reported procedure: Following the procedure as described in EXAMPLE 4 and making non-critical variations using 2-(bromomethyl)pyridine to replace 2-(bromomethyl)tetrahydro-2H-pyran, and spiro[furo[3,2-e][2,1,3]benzoxadiazole-8,3′-indol]-2′(1′H)-one to replace 5,6-dihydrospiro[benzo[1,2-b:5,4-b′]difuran-3,3′-indol]-2″(1′H)-one, 1-(pyridin-2-ylmethyl)spiro[furo[3,2-e][2,1,3]benzoxadiazole-8,3′-indol]-2′(1′H)-one was obtained (81%) as a colorless solid: mp 180-182° C.; 1H NMR (300 MHz, CDCl3) δ8.63-8.59 (m, 1H), 7.84 ...